This data is from the Open Reaction Database (ORD), a public repository of structured organic reaction records. The task is: describe an organic reaction: reactants, conditions, products, and yield The reactants are aqueous solution, [OH-].[Na+] (sodium hydroxide), ClC[C@@H](O)[C@@H]1OC2=CC=C(C=C2CC1)F ((S*)-2-chloro-1-((R*)-6-fluoro-3,4-dihydro-2H-chromen-2-yl)-ethanol). Solvent: C1(=CC=CC=C1)C (toluene), C1(=CC=CC=C1)C (toluene), O (water), CC(C)O (i-PrOH). Conditions: temperature 0 celsius, time 2 hour. Product: FC=1C=C2CC[C@@H](OC2=CC1)[C@@H]1OC1 ((R*)-6-fluoro-3,4-dihydro((R*)-oxiran-2-yl)-2H-chromen). As a reaction SMILES: Cl[CH2:2][C@H:3]([C@H:5]1[CH2:14][CH2:13][C:12]2[C:7](=[CH:8][CH:9]=[C:10]([F:15])[CH:11]=2)[O:6]1)[OH:4].[OH-].[Na+]>CC(O)C.C1(C)C=CC=CC=1.O>[F:15][C:10]1[CH:11]=[C:12]2[C:7](=[CH:8][CH:9]=1)[O:6][C@@H:5]([C@H:3]1[CH2:2][O:4]1)[CH2:14][CH2:13]2 |f:1.2|. Reported procedure: The compound (S*)-2-chloro-1-((R*)-6-fluoro-3,4-dihydro-2H-chromen-2-yl)-ethanol obtained in Example 1 (320 mg, 1.387 mmoles) is dissolved in i-PrOH (2 ml) under nitrogen and the reaction mixture is cooled to 0° C. On the magnetically stirred mixture is added a 2M aqueous solution of sodium hydroxide (1.39 ml) in 10 min. The mixture is stirred for 2 hours at 0° C., then diluted with toluene (5 ml) and transferred in a separator funnel. The biphasic mixture is further diluted with toluene (5 ml) ... Starting materials: COC=1C=C2C=CC=C(C2=CC1)C(C(=O)OCCNC(=O)C=1C=NC=CC1)C ((+)N-[2-(6-Methoxy-α-methyl-2-naphthalenylacetoxy)ethyl]-3-pyridinecarboxamide), CI (methyl iodide), CI (Methyl iodide). Solvent: CC(=O)C (acetone). Yields the product [I-].C[N+]1=CC(=CC=C1)C(NCCOC(C(C1=CC=CC2=CC(=CC=C12)OC)C)=O)=O (1-Methyl-3-{N-[2-(6-methoxy-α-methyl-2-naphthalenylacetoxy)ethyl]carbamoyl}pyridinium iodide). RXN SMILES: [CH3:1][O:2][C:3]1[CH:4]=[C:5]2[C:10](=[CH:11][CH:12]=1)[C:9]([CH:13]([CH3:28])[C:14]([O:16][CH2:17][CH2:18][NH:19][C:20]([C:22]1[CH:23]=[N:24][CH:25]=[CH:26][CH:27]=1)=[O:21])=[O:15])=[CH:8][CH:7]=[CH:6]2.[CH3:29][I:30]>CC(C)=O>[I-:30].[CH3:29][N+:24]1[CH:25]=[CH:26][CH:27]=[C:22]([C:20](=[O:21])[NH:19][CH2:18][CH2:17][O:16][C:14](=[O:15])[CH:13]([CH3:28])[C:9]2[C:10]3[C:5](=[CH:4][C:3]([O:2][CH3:1])=[CH:12][CH:11]=3)[CH:6]=[CH:7][CH:8]=2)[CH:23]=1 |f:3.4|. Procedure: The quaternization of the naproxen ester prepared in Example 92 (1.0 g, 2.6 mmol) was carried out using methyl iodide (2.3 g, 16 mmol) in acetone (45 mL). The solution was heated to reflux for 20 hours. Methyl iodide (1.1 9, 8.0 mmol) was again added to the reaction flask. The precipitated product was filtered after an additional 4 hours of reaction time. The offwhite powder was dried. The material weighed 2.2 9 and was found to be analytically pure without recrystallization. The solvent was rem... Reaction SMILES: [CH3:29][S:30](=[O:31])[CH3:32].[CH:1]1([c:5]2[n:6][c:7]([CH2:10][O:11][c:12]3[cH:13][c:14]([O:15][CH2:16][c:17]4[c:18]([CH:19]=[O:20])[c:21]([CH3:25])[cH:22][cH:23][cH:24]4)[cH:26][cH:27][cH:28]3)[n:8][o:9]2)[CH2:2][CH2:3][CH2:4]1>>[CH:1]1([c:5]2[n:6][c:7]([CH2:10][O:11][c:12]3[cH:13][c:14]([O:15][CH2:16][c:17]4[c:18]([C:19](=[O:20])[OH:31])[c:21]([CH3:25])[cH:22][cH:23][cH:24]4)[cH:26][cH:27][cH:28]3)[n:8][o:9]2)[CH2:2][CH2:3][CH2:4]1. Yields the product Cc1cccc(COc2cccc(OCc3noc(C4CCC4)n3)c2)c1C(=O)O. Reactants: CS(C)=O, Cc1cccc(COc2cccc(OCc3noc(C4CCC4)n3)c2)c1C=O. The reactants are resultant mixture, C1(=CC=CC=C1)O (phenol), S(=O)(=O)([O-])[O-].[Na+].[Na+] (sodium sulfate), S(O)(O)(=O)=O (sulfuric acid), ice, NC(=O)N (urea), resultant mixture, S(O)(O)(=O)=O (sulfuric acid), BrC1=CC(=C(N)C=C1)C (4-bromo-2-methylaniline), ice, N(=O)[O-].[Na+] (sodium nitrite). Run in O (water), O (water), O (water), O (water). Yields the product BrC1=CC(=C(C=C1)O)C (4-bromo-2-methylphenol). Yield: 69.7%. Reaction SMILES: S(=O)(=O)(O)O.[Br:6][C:7]1[CH:13]=[CH:12][C:10](N)=[C:9]([CH3:14])[CH:8]=1.N([O-])=[O:16].[Na+].NC(N)=O.S([O-])([O-])(=O)=O.[Na+].[Na+].C1(O)C=CC=CC=1>O>[Br:6][C:7]1[CH:13]=[CH:12][C:10]([OH:16])=[C:9]([CH3:14])[CH:8]=1 |f:2.3,5.6.7|. Procedure: First, 70 ml of water, 25 ml of concentrated sulfuric acid, and 25.0 g of 4-bromo-2-methylaniline were put in a 500 ml flask. After 60 g of ice was added, 30 ml of water containing 10.9 g of sodium nitrite dissolved therein was dropped in 25 minutes keeping the temperature at 5° C. or less. Another 100 ml of water, 100 g of ice, and 1 g of urea were added and the resultant mixture was left for 30 minutes. Then, 50 g of anhydrous sodium sulfate, 70 ml of concentrated sulfuric acid, and 33 ml of w... Reactants: N1=CC=CC=C1 (pyridine), C(C)(=O)Cl (acetyl chloride), ClC1=C(CN(CCCOC=2C=C(C=CC2)N)CC(C2=CC=CC=C2)C2=CC=CC=C2)C=CC=C1C(F)(F)F (3-{3-[(2-Chloro-3-trifluoromethyl-benzyl)-2,2-diphenylethylamino]-propoxy}-phenylamine). Run in ClCCl (dichloromethane). Run at time 15 minute. Yields the product Cl.ClC1=C(CN(CCCOC=2C=C(C=CC2)NC(C)=O)CC(C2=CC=CC=C2)C2=CC=CC=C2)C=CC=C1C(F)(F)F (N-(3-{3-[(2-Chloro-3-trifluoromethyl-benzyl)-2,2-diphenylethyl-amino]-propoxy}-phenyl)-acetamide hydrochloride salt). The yield is 93.3%. RXN SMILES: [Cl:1][C:2]1[C:34]([C:35]([F:38])([F:37])[F:36])=[CH:33][CH:32]=[CH:31][C:3]=1[CH2:4][N:5]([CH2:17][CH:18]([C:25]1[CH:30]=[CH:29][CH:28]=[CH:27][CH:26]=1)[C:19]1[CH:24]=[CH:23][CH:22]=[CH:21][CH:20]=1)[CH2:6][CH2:7][CH2:8][O:9][C:10]1[CH:11]=[C:12]([NH2:16])[CH:13]=[CH:14][CH:15]=1.N1C=CC=CC=1.[C:45](Cl)(=[O:47])[CH3:46]>ClCCl>[ClH:1].[Cl:1][C:2]1[C:34]([C:35]([F:36])([F:37])[F:38])=[CH:33][CH:32]=[CH:31][C:3]=1[CH2:4][N:5]([CH2:17][CH:18]([C:19]1[CH:24]=[CH:23][CH:22]=[CH:21][CH:20]=1)[C:25]1[CH:26]=[CH:27][CH:28]=[CH:29][CH:30]=1)[CH2:6][CH2:7][CH2:8][O:9][C:10]1[CH:11]=[C:12]([NH:16][C:45](=[O:47])[CH3:46])[CH:13]=[CH:14][CH:15]=1 |f:4.5|. Procedure: To 3-{3-[(2-Chloro-3-trifluoromethyl-benzyl)-2,2-diphenylethylamino]-propoxy}-phenylamine (80.0 mg, 0.15 mmol) dissolved in anhydrous dichloromethane (1 mL) was added pyridine (18 uL, 0.22 mmol) and acetyl chloride (12.7 uL, 0.18 mmol) at room temperature. The reaction was maintained for 60 hours after which the solvent was removed under reduced pressure. The residue was purified by preparative HPLC (YMC CombiPrep ODS-A, 50×20 mm, 20 mL/min, A: acetonitrile B: water, A: 5 to 95% over 15 min, UV ... Reactants: C1COCCN1, CC(C)(C)[O-], Cc1ccccc1, CC(=O)N(Cc1cc(C(F)(F)F)cc(C(F)(F)F)c1)C1CCCN(C(=O)OC(C)C)c2cc(Br)ccc21, ClCCl, [Na+], O=C(C=Cc1ccccc1)C=Cc1ccccc1, O=C(C=Cc1ccccc1)C=Cc1ccccc1, O=C(C=Cc1ccccc1)C=Cc1ccccc1, [Pd], [Pd]. Yields the product CC(=O)N(Cc1cc(C(F)(F)F)cc(C(F)(F)F)c1)C1CCCN(C(=O)OC(C)C)c2cc(N3CCOCC3)ccc21. As a reaction SMILES: [CH2:7]1[CH2:8][O:9][CH2:10][CH2:11][NH:12]1.[CH3:1][C:2]([CH3:3])([O-:4])[CH3:5].[CH3:50][c:51]1[cH:52][cH:53][cH:54][cH:55][cH:56]1.[CH:13]([CH3:14])([CH3:15])[O:16][C:17](=[O:18])[N:19]1[c:20]2[c:21]([cH:45][cH:46][c:47]([Br:49])[cH:48]2)[CH:22]([N:26]([CH2:27][c:28]2[cH:29][c:30]([C:38]([F:39])([F:40])[F:41])[cH:31][c:32]([C:34]([F:35])([F:36])[F:37])[cH:33]2)[C:42]([CH3:43])=[O:44])[CH2:23][CH2:24][CH2:25]1.[Cl:57][CH2:58][Cl:59].[Na+:6].[O:62]=[C:63]([CH:64]=[CH:65][c:66]1[cH:67][cH:68][cH:69][cH:70][cH:71]1)[CH:72]=[CH:73][c:74]1[cH:75][cH:76][cH:77][cH:78][cH:79]1.[O:80]=[C:81]([CH:82]=[CH:83][c:84]1[cH:85][cH:86][cH:87][cH:88][cH:89]1)[CH:90]=[CH:91][c:92]1[cH:93][cH:94][cH:95][cH:96][cH:97]1.[O:98]=[C:99]([CH:100]=[CH:101][c:102]1[cH:103][cH:104][cH:105][cH:106][cH:107]1)[CH:108]=[CH:109][c:110]1[cH:111][cH:112][cH:113][cH:114][cH:115]1.[Pd:60].[Pd:61]>>[CH2:7]1[CH2:8][O:9][CH2:10][CH2:11][N:12]1[c:47]1[cH:46][cH:45][c:21]2[c:20]([cH:48]1)[N:19]([C:17]([O:16][CH:13]([CH3:14])[CH3:15])=[O:18])[CH2:25][CH2:24][CH2:23][CH:22]2[N:26]([CH2:27][c:28]1[cH:29][c:30]([C:38]([F:39])([F:40])[F:41])[cH:31][c:32]([C:34]([F:35])([F:36])[F:37])[cH:33]1)[C:42]([CH3:43])=[O:44]. Reactants: c1ccc(COc2ccc3c(c2)OCC(c2ccccc2)C3c2ccc(OCCCCCCN3CCOCC3)cc2)cc1, CCO, Cl. Yields the product Oc1ccc2c(c1)OCC(c1ccccc1)C2c1ccc(OCCCCCCN2CCOCC2)cc1. Reaction SMILES: [CH2:1]([c:2]1[cH:3][cH:4][cH:5][cH:6][cH:7]1)[O:8][c:9]1[cH:10][cH:11][c:12]2[c:17]([cH:18]1)[O:16][CH2:15][CH:14]([c:19]1[cH:20][cH:21][cH:22][cH:23][cH:24]1)[CH:13]2[c:25]1[cH:26][cH:27][c:28]([O:31][CH2:32][CH2:33][CH2:34][CH2:35][CH2:36][CH2:37][N:38]2[CH2:39][CH2:40][O:41][CH2:42][CH2:43]2)[cH:29][cH:30]1.[CH3:45][CH2:46][OH:47].[ClH:44]>>[OH:8][c:9]1[cH:10][cH:11][c:12]2[c:17]([cH:18]1)[O:16][CH2:15][CH:14]([c:19]1[cH:20][cH:21][cH:22][cH:23][cH:24]1)[CH:13]2[c:25]1[cH:26][cH:27][c:28]([O:31][CH2:32][CH2:33][CH2:34][CH2:35][CH2:36][CH2:37][N:38]2[CH2:39][CH2:40][O:41][CH2:42][CH2:43]2)[cH:29][cH:30]1. Reactants: COC=1C=C(C(=O)O)C=C(C1N(C(C)=O)C)OC (3,5-dimethoxy-4-(N-methyl-acetamido)-benzoic acid), Cl (hydrogen chloride), CO (methanol). Conditions: time 20 hour. The product is COC(C1=CC(=C(C(=C1)OC)N(C(C)=O)C)OC)=O (3,5-dimethoxy-4-(N-methylacetamido)-benzoic acid methyl ester). Reaction SMILES: [CH3:1][O:2][C:3]1[CH:4]=[C:5]([CH:9]=[C:10]([O:17][CH3:18])[C:11]=1[N:12]([CH3:16])[C:13](=[O:15])[CH3:14])[C:6]([OH:8])=[O:7].Cl.[CH3:20]O>>[CH3:20][O:7][C:6](=[O:8])[C:5]1[CH:9]=[C:10]([O:17][CH3:18])[C:11]([N:12]([CH3:16])[C:13](=[O:15])[CH3:14])=[C:3]([O:2][CH3:1])[CH:4]=1. Procedure: A suspension of 35.8 g. of 3,5-dimethoxy-4-(N-methyl-acetamido)-benzoic acid in 500 ml. of absolute methanol was saturated with dry hydrogen chloride, whereby a solution gradually formed. After standing at room temperature for 20 hours, the solution was evaporated to dryness under vacuum. The residue was treated with 200 ml. of ice-water and with a concentrated sodium hydroxide solution until a strongly alkaline reaction was achieved and the resulting emulsion was extracted with two 500 ml. port... The reactants are CC(=O)O[BH-](OC(C)=O)OC(C)=O, CN(c1cccc2cc(C3=NCC(CC=O)S3)[nH]c12)S(=O)(=O)c1cccs1, CC(=O)O, [Na+], [Na+], O=C([O-])O, Nc1nnc[nH]1. Product: CN(c1cccc2cc(C3=NCC(CCNc4nnc[nH]4)S3)[nH]c12)S(=O)(=O)c1cccs1. As a reaction SMILES: [C:34]([O:35][BH-:36]([O:37][C:38](=[O:39])[CH3:40])[O:41][C:42](=[O:43])[CH3:44])(=[O:45])[CH3:46].[CH3:1][N:2]([S:3](=[O:4])(=[O:5])[c:6]1[s:7][cH:8][cH:9][cH:10]1)[c:11]1[cH:12][cH:13][cH:14][c:15]2[cH:16][c:17]([C:20]3=[N:24][CH2:23][CH:22]([CH2:25][CH:26]=[O:27])[S:21]3)[nH:18][c:19]12.[CH3:53][C:54](=[O:55])[OH:56].[Na+:47].[Na+:48].[OH:49][C:50](=[O:51])[O-:52].[n:28]1[n:29][c:30]([NH2:33])[nH:31][cH:32]1>>[CH3:1][N:2]([S:3](=[O:4])(=[O:5])[c:6]1[s:7][cH:8][cH:9][cH:10]1)[c:11]1[cH:12][cH:13][cH:14][c:15]2[cH:16][c:17]([C:20]3=[N:24][CH2:23][CH:22]([CH2:25][CH2:26][NH:33][c:30]4[n:29][n:28][cH:32][nH:31]4)[S:21]3)[nH:18][c:19]12. Reactants: [Cl-].O[NH3+] (hydroxylammonium chloride), C(O)([O-])=O.[Na+] (sodium hydrogen carbonate), CS(=O)C (dimethyl sulfoxide), OC(COC1=CC=C(C=C1)N1C(=NC(=C(C1=O)CC1=CC=C(C=C1)C=1C(=CC=CC1)C#N)CCC)C)(C)C (4′-({1-[4-(2-hydroxy-2-methylpropoxy)phenyl]-2-methyl-6-oxo-4-propyl-1,6-dihydropyrimidin-5-yl}methyl)biphenyl-2-carbonitrile). Run in O (water), C(C)(=O)OCC (ethyl acetate). Run at temperature 40 celsius, time 30 minute. The product is OC(COC1=CC=C(C=C1)N1C(=NC(=C(C1=O)CC1=CC=C(C=C1)C1=C(C=CC=C1)C1=NOC(N1)=O)CCC)C)(C)C (3-[4-(2-hydroxy-2-methylpropoxy)phenyl]-2-methyl-5-{[2′-(5-oxo-4,5-dihydro-1,2,4-oxadiazol-3-yl)biphenyl-4-yl]methyl}-6-propylpyrimidin-4(3H)-one). Isolated yield 67.9%. RXN SMILES: [Cl-].O[NH3+:3].[C:4](=[O:7])([O-])[OH:5].[Na+].CS(C)=O.[OH:13][C:14]([CH3:50])([CH3:49])[CH2:15][O:16][C:17]1[CH:22]=[CH:21][C:20]([N:23]2[C:28](=[O:29])[C:27]([CH2:30][C:31]3[CH:36]=[CH:35][C:34]([C:37]4[C:38]([C:43]#[N:44])=[CH:39][CH:40]=[CH:41][CH:42]=4)=[CH:33][CH:32]=3)=[C:26]([CH2:45][CH2:46][CH3:47])[N:25]=[C:24]2[CH3:48])=[CH:19][CH:18]=1>O.C(OCC)(=O)C>[OH:13][C:14]([CH3:49])([CH3:50])[CH2:15][O:16][C:17]1[CH:22]=[CH:21][C:20]([N:23]2[C:28](=[O:29])[C:27]([CH2:30][C:31]3[CH:36]=[CH:35][C:34]([C:37]4[CH:42]=[CH:41][CH:40]=[CH:39][C:38]=4[C:43]4[NH:3][C:4](=[O:7])[O:5][N:44]=4)=[CH:33][CH:32]=3)=[C:26]([CH2:45][CH2:46][CH3:47])[N:25]=[C:24]2[CH3:48])=[CH:19][CH:18]=1 |f:0.1,2.3|. Reported procedure: A mixture of hydroxylammonium chloride (1.3 g), sodium hydrogen carbonate (1.9 g) and dimethyl sulfoxide (10 mL) was stirred at 40° C. for 30 min, 4′-({1-[4-(2-hydroxy-2-methylpropoxy)phenyl]-2-methyl-6-oxo-4-propyl-1,6-dihydropyrimidin-5-yl}methyl)biphenyl-2-carbonitrile (0.91 g) was added, and the mixture was stirred at 90° C. for 18 hr. The reaction mixture was allowed to cool to room temperature, ethyl acetate and water were added, and the mixture was extracted with ethyl acetate. The organi...